From a dataset of the Open Reaction Database (ORD), a public repository of structured organic reaction records. describe an organic reaction: reactants, conditions, products, and yield The reactants are NC1=NC=CC=N1 (2-aminopyrimidine), C(C)(C)(C)[N+]#[C-] (tert-butylisonitrile), N1=CC(=CC=C1)C=O (pyridine-3-carbaldehyde). Solvent: Cl(=O)(=O)(=O)O (perchloric acid). Yields the product C(C)(C)(C)NC1=C(N=C2N1C=CC=N2)C=2C=NC=CC2 (tert-Butyl-(2-pyridin-3-yl-imidazo[1,2-a]pyrimidin-3-yl)-amine). Reaction SMILES: [NH2:1][C:2]1[N:7]=[CH:6][CH:5]=[CH:4][N:3]=1.[C:8]([N+:12]#[C-:13])([CH3:11])([CH3:10])[CH3:9].[N:14]1[CH:19]=[CH:18][CH:17]=[C:16]([CH:20]=O)[CH:15]=1>Cl(O)(=O)(=O)=O>[C:8]([NH:12][C:13]1[N:3]2[CH:4]=[CH:5][CH:6]=[N:7][C:2]2=[N:1][C:20]=1[C:16]1[CH:15]=[N:14][CH:19]=[CH:18][CH:17]=1)([CH3:11])([CH3:10])[CH3:9]. Reported procedure: Compound (17) was prepared in accordance with general instructions 1 from 1.0 ml 2-aminopyrimidine solution (0.1 M, MC), 0.575 ml tert-butylisonitrile solution (0.2 M, MC), 0.500 ml pyridine-3-carbaldehyde solution (0.3 M, MC), and 10 μl perchloric acid (w=20%). Starting materials: CC(C)O, Cc1c(Cl)nn2c(N)nnc2c1C, [H-], [Na+], CN(C)C=O. RXN SMILES: [CH:16]([CH3:17])([CH3:18])[OH:19].[Cl:3][c:4]1[c:5]([CH3:15])[c:6]([CH3:14])[c:7]2[n:8]([n:9]1)[c:10]([NH2:13])[n:11][n:12]2.[H-:1].[Na+:2].[O:20]=[CH:21][N:22]([CH3:23])[CH3:24]>>[c:4]1([O:19][CH:16]([CH3:17])[CH3:18])[c:5]([CH3:15])[c:6]([CH3:14])[c:7]2[n:8]([n:9]1)[c:10]([NH2:13])[n:11][n:12]2. Product: Cc1c(OC(C)C)nn2c(N)nnc2c1C.